This data is from the Open Reaction Database (ORD), a public repository of structured organic reaction records. The task is: describe an organic reaction: reactants, conditions, products, and yield Reactants: C(CCCCCCC\C=C/C\C=C/CCCCC)C1=CN(C2=CC=CC=C12)CCCC(=O)OCC (ethyl 4-(3-linoleyl-1-indolyl)butyrate), C(C(C)C)C1=CC=C(C=C1)C(CCCCCCC(=O)C1=CN(C2=CC=CC=C12)CCCC(=O)OCC)CCC (ethyl 4-[3-[8-(4-isobutylphenyl)undecanoyl]-1-indolyl]butyrate). Product: C(CCCCCCC\C=C/C\C=C/CCCCC)C1=CN(C2=CC=CC=C12)CCCC(=O)O (4-(3-linoleyl-1-indolyl)butyric acid). Reaction SMILES: [CH2:1]([C:19]1[C:27]2[C:22](=[CH:23][CH:24]=[CH:25][CH:26]=2)[N:21]([CH2:28][CH2:29][CH2:30][C:31]([O:33]CC)=[O:32])[CH:20]=1)[CH2:2][CH2:3][CH2:4][CH2:5][CH2:6][CH2:7][CH2:8]/[CH:9]=[CH:10]\[CH2:11]/[CH:12]=[CH:13]\[CH2:14][CH2:15][CH2:16][CH2:17][CH3:18].C(C1C=CC(C(CCC)CCCCCCC(C2C3C(=CC=CC=3)N(CCCC(OCC)=O)C=2)=O)=CC=1)C(C)C>>[CH2:1]([C:19]1[C:27]2[C:22](=[CH:23][CH:24]=[CH:25][CH:26]=2)[N:21]([CH2:28][CH2:29][CH2:30][C:31]([OH:33])=[O:32])[CH:20]=1)[CH2:2][CH2:3][CH2:4][CH2:5][CH2:6][CH2:7][CH2:8]/[CH:9]=[CH:10]\[CH2:11]/[CH:12]=[CH:13]\[CH2:14][CH2:15][CH2:16][CH2:17][CH3:18]. Reported procedure: The procedure of Ex. 16 was repeated except that ethyl 4-(3-linoleyl-1-indolyl)butyrate obtained in Ex. 27 was used in place of ethyl 4-[3-[8-(4-isobutylphenyl)undecanoyl]-1-indolyl]butyrate to give 4-(3-linoleyl-1-indolyl)butyric acid.